From a dataset of the Open Reaction Database (ORD), a public repository of structured organic reaction records. describe an organic reaction: reactants, conditions, products, and yield Reactants: ice, product, [N+](=O)([O-])C1=CC=C(O1)C1=NNC=C1C=O (3-(5-nitro-2-furyl)-1H-pyrazole-4-carboxaldehyde), C(C)(=O)O (acetic acid), [H-].[Na+] (sodium hydride), C(C)(C)Br (isopropyl bromide). Run in O (water), CN(C=O)C (dimethylformamide). Run at temperature 40 celsius, time 4 hour. Yields the product C(C)(C)N1N=C(C(=C1)C=O)C=1OC(=CC1)[N+](=O)[O-] (1-isopropyl-3-(5-nitro-2-furyl)pyrazole-4-carboxaldehyde). Reaction SMILES: [N+:1]([C:4]1[O:8][C:7]([C:9]2[C:13]([CH:14]=[O:15])=[CH:12][NH:11][N:10]=2)=[CH:6][CH:5]=1)([O-:3])=[O:2].[H-].[Na+].[CH:18](Br)([CH3:20])[CH3:19].C(O)(=O)C>CN(C)C=O.O>[CH:18]([N:11]1[CH:12]=[C:13]([CH:14]=[O:15])[C:9]([C:7]2[O:8][C:4]([N+:1]([O-:3])=[O:2])=[CH:5][CH:6]=2)=[N:10]1)([CH3:20])[CH3:19] |f:1.2|. Reported procedure: Add 10 g of 3-(5-nitro-2-furyl)-1H-pyrazole-4-carboxaldehyde to a suspension of 1.6 g of 80% sodium hydride in 100 ml of dimethylformamide under nitrogen at 10° to 20° C. Add 7.1 g of isopropyl bromide to the resulting admixture and then stir it for 4 hours at 40° C and 7 hours at 50° C. Mix 0.8 ml of glacial acetic acid therein to obtain (after addition to 190 g of ice and water) 8.9 g of product. Recrystallize three times from dimethylformamide and water to obtain 1-isopropyl-3-(5-nitro-2-fury...